This data is from the Open Reaction Database (ORD), a public repository of structured organic reaction records. The task is: describe an organic reaction: reactants, conditions, products, and yield Reactants: CC(C)(C)OC(=O)NC(CNC(=O)OCC[Si](C)(C)C)CC1CCCCC1, CC#N. Yields the product CC(C)(C)OC(=O)NC(CN)CC1CCCCC1. RXN SMILES: [CH3:1][Si:2]([CH3:3])([CH3:4])[CH2:5][CH2:6][O:7][C:26]([NH:8][CH2:9][CH:10]([CH2:11][CH:12]1[CH2:13][CH2:14][CH2:15][CH2:16][CH2:17]1)[NH:18][C:19]([O:20][C:21]([CH3:22])([CH3:23])[CH3:24])=[O:25])=[O:27].[CH3:28][C:29]#[N:30]>>[NH2:8][CH2:9][CH:10]([CH2:11][CH:12]1[CH2:13][CH2:14][CH2:15][CH2:16][CH2:17]1)[NH:18][C:19]([O:20][C:21]([CH3:22])([CH3:23])[CH3:24])=[O:25].